From a dataset of the Open Reaction Database (ORD), a public repository of structured organic reaction records. describe an organic reaction: reactants, conditions, products, and yield Starting materials: OO (hydrogen peroxide), C(=O)O (formic acid), starch, FC(C(=C)C(F)(F)F)(F)F (3,3,3-trifluoro-2-trifluoromethyl-1-propene), C1=CC=CC1 (cyclopentadiene). Reaction conditions: temperature 50 celsius, time 20 hour. The product is OC1C2CC(C(C1O)C2)(C(F)(F)F)C(F)(F)F (2,3-dihydroxy-5,5-bis(trifluoromethyl)bicyclo[2.2.1]heptane). Reaction SMILES: [F:1][C:2]([F:10])([F:9])[C:3]([C:5]([F:8])([F:7])[F:6])=[CH2:4].[CH:11]1C[CH:14]=[CH:13][CH:12]=1.[OH:16]O.[CH:18]([OH:20])=O>>[OH:16][CH:11]1[CH:18]([OH:20])[CH:14]2[CH2:13][CH:12]1[CH2:4][C:3]2([C:5]([F:8])([F:7])[F:6])[C:2]([F:10])([F:9])[F:1]. Procedure: 5.2 g (20 mmol) of the Diels-Alder reaction product of 3,3,3-trifluoro-2-trifluoromethyl-1-propene (hexafluoroisobutene) and cyclopentadiene are mixed with 20 ml of formic acid, and 1.3 ml of 70 percent strength hydrogen peroxide (30 mmol) is added at 50° C., and the mixture is held at 50° C. for 20 hours. Testing for oxidant using KI-starch paper showed that the oxidant had been broken down completely. The low-boiling components are distilled off under reduced pressure. The residue is heated to... The reactants are C(C)OC(CCNC(=O)C=1NC(=C(C1)Br)Br)=O (3-[(4,5-dibromo-1H-pyrrole-2-carbonyl)-amino]-propionic acid ethyl ester), [OH-].[K+] (KOH). Solvent: O1CCOCC1.O (dioxane H2O). Conditions: time 8 hour. Product: BrC=1C=C(NC1Br)C(=O)NCCC(=O)O (3-[(4,5-dibromo-1H-pyrrole-2-carbonyl)-amino]-propionic acid). Reaction SMILES: C([O:3][C:4](=[O:17])[CH2:5][CH2:6][NH:7][C:8]([C:10]1[NH:11][C:12]([Br:16])=[C:13]([Br:15])[CH:14]=1)=[O:9])C.[OH-].[K+]>O1CCOCC1.O>[Br:15][C:13]1[CH:14]=[C:10]([C:8]([NH:7][CH2:6][CH2:5][C:4]([OH:17])=[O:3])=[O:9])[NH:11][C:12]=1[Br:16] |f:1.2,3.4|. Reported procedure: To a solution of 3-[(4,5-dibromo-1H-pyrrole-2-carbonyl)-amino]-propionic acid ethyl ester (7.80 g, 21.1 mmol) in 160 mL of 1:1 mixture of dioxane-H2O is added KOH (4.72 g, 84.2 mmol). The mixture is stirred at room temperature overnight. The solution is extracted with Et2O (100 mL) and the aqueous layer is then acidified with HCl to a pH of less than 2 followed by extraction with EtOAc (80 mL×3). The EtOAc layers are combined, washed with brine, and dried with Na2SO4. After removal of solvent, 3... The reactants are Clc1ccc(Cl)c(Cl)c1, O, O=[N+]([O-])O. Yields the product O=[N+]([O-])c1cc(Cl)c(Cl)cc1Cl. Reaction SMILES: [Cl:1][c:2]1[cH:3][cH:4][c:5]([Cl:6])[c:7]([Cl:8])[cH:9]1.[OH2:14].[OH:10][N+:11]([O-:12])=[O:13]>>[Cl:1][c:2]1[c:3]([N+:11](=[O:10])[O-:12])[cH:4][c:5]([Cl:6])[c:7]([Cl:8])[cH:9]1. Starting materials: C[O-].[Na+] (Sodium methanolate), BrC1=C(C(=C(S1)C(=O)OC)N(C(C(F)(F)F)=O)C)C (methyl 5-bromo-4-methyl-3-(2,2,2-trifluoro-N-methylacetamido)thiophene-2-carboxylate), BrC1=C(C(=C(S1)C(=O)OC)NC)C (Methyl 5-bromo-4-methyl-3-(methylamino)thiophene-2-carboxylate). Solvent: CO (MeOH). Conditions: time 1 hour. Yields the product BrC1=C(C=2N(C(C(=C(C2S1)O)C(=O)OCC)=O)C)C (Ethyl 2-bromo-7-hydroxy-3,4-dimethyl-5-oxo-4,5-dihydrothieno[3,2-b]pyridine-6-carboxylate). Reaction SMILES: BrC1SC([C:7]([O:9][CH3:10])=[O:8])=C(NC)C=1C.[CH3:14][O-].[Na+].[Br:17][C:18]1[S:22][C:21]([C:23]([O:25]C)=O)=[C:20]([N:27]([CH3:34])[C:28](=[O:33])[C:29](F)(F)F)[C:19]=1[CH3:35]>CO>[Br:17][C:18]1[S:22][C:21]2[C:23]([OH:25])=[C:29]([C:7]([O:9][CH2:10][CH3:14])=[O:8])[C:28](=[O:33])[N:27]([CH3:34])[C:20]=2[C:19]=1[CH3:35] |f:1.2|. Reported procedure: Methyl 5-bromo-4-methyl-3-(methylamino)thiophene-2-carboxylate. Sodium methanolate (3.9 mL, 1.9 mmol) was added to a suspension of methyl 5-bromo-4-methyl-3-(2,2,2-trifluoro-N-methylacetamido)thiophene-2-carboxylate (0.70 g, 1.9 mmol) in MeOH (5 mL) and stirred for 1 hour. The solvent was removed, and the residue was dissolved in CHCl3, washed with water, brine, dried over MgSO4, and evaporated. The residue was purified by flash chromatography using EtOAc/hexanes to give the title compound. MS (...